Task: describe an organic reaction: reactants, conditions, products, and yield. Dataset: the Open Reaction Database (ORD), a public repository of structured organic reaction records Reactants: NC1=C(C=C(C=C1)C1=NC2=CC=C(C=C2N=C1N(C)C(C)C)C(=O)OC)[N+](=O)[O-] (methyl 2-(4-amino-3-nitrophenyl)-3-(isopropyl(methyl)amino)quinoxaline-6-carboxylate), [NH4+].[Cl-] (NH4Cl). The reagents and catalysts are [Fe] (iron). The solvent is O (water), CO (methanol). Reaction conditions: temperature 60 celsius, time 6 hour. Product: NC=1C=C(C=CC1N)C1=NC2=CC=C(C=C2N=C1N(C)C(C)C)C(=O)OC (methyl 2-(3,4-diaminophenyl)-3-(isopropyl(methyl)amino)quinoxaline-6-carboxylate). Reaction SMILES: [NH2:1][C:2]1[CH:7]=[CH:6][C:5]([C:8]2[C:17]([N:18]([CH:20]([CH3:22])[CH3:21])[CH3:19])=[N:16][C:15]3[C:10](=[CH:11][CH:12]=[C:13]([C:23]([O:25][CH3:26])=[O:24])[CH:14]=3)[N:9]=2)=[CH:4][C:3]=1[N+:27]([O-])=O.[NH4+].[Cl-]>CO.O.[Fe]>[NH2:27][C:3]1[CH:4]=[C:5]([C:8]2[C:17]([N:18]([CH:20]([CH3:22])[CH3:21])[CH3:19])=[N:16][C:15]3[C:10](=[CH:11][CH:12]=[C:13]([C:23]([O:25][CH3:26])=[O:24])[CH:14]=3)[N:9]=2)[CH:6]=[CH:7][C:2]=1[NH2:1] |f:1.2|. Procedure details: To a solution of methyl 2-(4-amino-3-nitrophenyl)-3-(isopropyl(methyl)amino)quinoxaline-6-carboxylate (900 mg, 2.28 mmol) in methanol (40 mL) was added iron (1.28 g, 22.8 mmol) and NH4Cl (1.81 g, 34.2 mmol). After stirring for 6 h at 60° C., the solids were filtered out. The filtrate was concentrated under vacuum to give a residue which was dissolved in water (200 mL), extracted with dichloromethane (3×50 mL), dried over anhydrous sodium sulfate and concentrated under vacuum to afford methyl 2-(... Starting materials: C1(CCCCC1)CN1[C@@H](C[C@@H](C1)NC(=O)C1=C(C2=CC=CC=C2C=C1)O)C(=O)O ((2S,4S)-1-cyclohexylmethyl-4-[(1-hydroxy-naphthalene-2-carbonyl)-amino]-pyrrolidine-2-carboxylic acid), N1CCC1 (azetidine). Product: N1(CCC1)C(=O)[C@@H]1C[C@@H](CN1CC1CCCCC1)NC(=O)C1=C(C2=CC=CC=C2C=C1)O (Hydroxy-naphthalene-2-carboxylic acid [(3S,5S)-5-(azetidine-1-carbonyl)-1-cyclohexylmethyl-pyrrolidin-3-yl]-amide). RXN SMILES: [CH:1]1([CH2:7][N:8]2[CH2:12][C@@H:11]([NH:13][C:14]([C:16]3[CH:25]=[CH:24][C:23]4[C:18](=[CH:19][CH:20]=[CH:21][CH:22]=4)[C:17]=3[OH:26])=[O:15])[CH2:10][C@H:9]2[C:27](O)=[O:28])[CH2:6][CH2:5][CH2:4][CH2:3][CH2:2]1.[NH:30]1[CH2:33][CH2:32][CH2:31]1>>[N:30]1([C:27]([C@H:9]2[N:8]([CH2:7][CH:1]3[CH2:6][CH2:5][CH2:4][CH2:3][CH2:2]3)[CH2:12][C@@H:11]([NH:13][C:14]([C:16]3[CH:25]=[CH:24][C:23]4[C:18](=[CH:19][CH:20]=[CH:21][CH:22]=4)[C:17]=3[OH:26])=[O:15])[CH2:10]2)=[O:28])[CH2:33][CH2:32][CH2:31]1. Procedure: Hydroxy-naphthalene-2-carboxylic acid [(3S,5S)-5-(azetidine-1-carbonyl)-1-cyclohexylmethyl-pyrrolidin-3-yl]-amide was prepared from (2S,4S)-1-cyclohexylmethyl-4-[(1-hydroxy-naphthalene-2-carbonyl)-amino]-pyrrolidine-2-carboxylic acid and azetidine in an analogous manner to example 1. MS calcd for C26H34N3O3 [(M+H)+] 436.0, obsd. 436.0. Reactants: O (H2O), (R)-1-phenethylamine, COC(=O)C1(CC(C(=O)O)=CC(=C1)N(S(=O)(=O)C)C)C(=O)O (3-(methoxycarbonyl)-5-[methyl(methylsulfonyl)amino]isophthalic acid), C=1C=CC2=C(C1)N=NN2O (HOBt), Example 6, CCN=C=NCCCN(C)C.Cl (WSC.HCl). Solvent: CN(C=O)C (N,N-dimethylformamide), C(C)(=O)OCC.C1(=CC=CC=C1)C (ethyl acetate toluene). Run at time 15 hour. Yields the product CN(C=1C=C(C(=O)O)C=C(C1)C(=O)N[C@H](C)C1=CC=CC=C1)S(=O)(=O)C (3-[Methyl(methylsulfonyl)amino]-5-({[(1R)-1-phenylethyl]amino}-carbonyl)benzoic acid). Yield: 88.0%. Reaction SMILES: COC([C:5]1([C:20]([OH:22])=O)[CH:13]=[C:12]([N:14]([CH3:19])[S:15]([CH3:18])(=[O:17])=[O:16])[CH:11]=[C:7]([C:8]([OH:10])=[O:9])[CH2:6]1)=O.[CH3:23][CH2:24][N:25]=C=NCCCN(C)C.Cl.[CH:35]1[CH:36]=[CH:37][C:38]2N(O)N=N[C:39]=2[CH:40]=1.O>C(OCC)(=O)C.C1(C)C=CC=CC=1.CN(C)C=O>[CH3:19][N:14]([S:15]([CH3:18])(=[O:16])=[O:17])[C:12]1[CH:11]=[C:7]([CH:6]=[C:5]([C:20]([NH:25][C@@H:24]([C:39]2[CH:38]=[CH:37][CH:36]=[CH:35][CH:40]=2)[CH3:23])=[O:22])[CH:13]=1)[C:8]([OH:10])=[O:9] |f:1.2,5.6|. Reported procedure: A mixture of 3-(methoxycarbonyl)-5-[methyl(methylsulfonyl)amino]isophthalic acid obtained in Reference Example 6 11.5 g (40 mmol), WSC.HCl 8.43 g (44 mmol), HOBt.H2O 6.74 g (44 mmol), (R)-1-phenethylamine 5.6 mL (44 mmol) and N,N-dimethylformamide (100 mL) was stirred at room temperature for 15 hours. The reaction solution was diluted with ethyl acetate/toluene=1:1 (300 mL) and washed with water (400 mL). The aqueous layer was extracted twice with ethyl acetate/toluene=1:1 (300 mL). The combined... The reactants are C(C)O (ethanol), C1[C@@H]2C=C[C@H]1C3C2C(=O)OC3=O (cis-5-norbornene-endo-2,3-dicarboxylic anhydride), C1(=CC=CC=C1)N=C=O (phenyl isocyanate), [N+](=O)([O-])CC (nitroethane). Reagents/catalysts: C(C)N(CC)CC (triethylamine). Run in O1CCCC1 (tetrahydrofuran), O1CCCC1 (tetrahydrofuran). Run at time 1 hour. Yields the product CC1=NOC2C1C1C3C(C2C1)C(OC3=O)=O (3a,4,4a,7a,8,8a-hexahydro-3-methyl-4,8-methanofuro-[3,4-f]-1,2-benzisoxazole-5,7-dione). Reaction SMILES: [CH2:1]1[C@@H:5]2[CH:6]3[C:11](=[O:12])[O:10][C:8](=[O:9])[CH:7]3[C@H:2]1[CH:3]=[CH:4]2.C1(N=C=O)C=CC=CC=1.[N+:22]([CH2:25][CH3:26])([O-])=[O:23].C(O)C>O1CCCC1.C(N(CC)CC)C>[CH3:26][C:25]1[CH:4]2[CH:5]3[CH2:1][CH:2]([CH:3]2[O:23][N:22]=1)[CH:7]1[C:8](=[O:9])[O:10][C:11](=[O:12])[CH:6]31. Reported procedure: A solution of 4.0 g (24.4 mmol) of cis-5-norbornene-endo-2,3-dicarboxylic anhydride and 5.8 g (48.8 g) of phenyl isocyanate in 20 ml of tetrahydrofuran is treated dropwise with a solution of 1.83 g (1.76 ml, 24.4 mmol) of nitroethane and 6 drops of triethylamine in 10 ml of tetrahydrofuran. The mixture is maintained with stirring for 1 hour. The reaction mixture is filtered and the filtrate evaporated. Trituration with ethyl ether, filtration and drying gives 3.97 g of crude product. Trituration...